This data is from the Open Reaction Database (ORD), a public repository of structured organic reaction records. The task is: describe an organic reaction: reactants, conditions, products, and yield The reactants are CC(=O)O, Cc1cc2c(O)n(I)c(I)nc-2n1, O, [Zn]. Product: Cc1cc2c(O)n(I)cnc-2n1. Reaction SMILES: [CH3:14][C:15](=[O:16])[OH:17].[I:1][c:2]1[n:3]([I:13])[c:4]([OH:12])[c:5]2[cH:10][c:9]([CH3:11])[n:8][c:6]-2[n:7]1.[OH2:18].[Zn:19]>>[cH:2]1[n:3]([I:13])[c:4]([OH:12])[c:5]2[cH:10][c:9]([CH3:11])[n:8][c:6]-2[n:7]1. The reactants are Cn1ccnc1Sc1ccc([N+](=O)[O-])cc1, CCO, [Ca+2], [Cl-], [Cl-], [Fe]. The product is Cn1ccnc1Sc1ccc(N)cc1. Reaction SMILES: [CH3:1][n:2]1[c:3]([S:7][c:8]2[cH:9][cH:10][c:11]([N+:14]([O-:15])=[O:16])[cH:12][cH:13]2)[n:4][cH:5][cH:6]1.[CH3:21][CH2:22][OH:23].[Ca+2:19].[Cl-:17].[Cl-:18].[Fe:20]>>[CH3:1][n:2]1[c:3]([S:7][c:8]2[cH:9][cH:10][c:11]([NH2:14])[cH:12][cH:13]2)[n:4][cH:5][cH:6]1. Reaction SMILES: [C:1]([O:2][C:3](=[O:4])[NH:7][c:8]1[c:9]([NH:15][C:16]([CH2:17][C:18](=[O:5])[c:19]2[cH:20][c:21](-[c:25]3[cH:26][n:27][cH:28][cH:29][cH:30]3)[cH:22][cH:23][cH:24]2)=[O:32])[cH:10][c:11]([F:14])[cH:12][cH:13]1)([CH3:6])([CH3:31])[CH3:33].[Cl:41][CH2:42][Cl:43].[F:34][C:35]([F:36])([F:37])[C:38]([OH:39])=[O:40]>>[N:7]1=[C:18]([c:19]2[cH:20][c:21](-[c:25]3[cH:26][n:27][cH:28][cH:29][cH:30]3)[cH:22][cH:23][cH:24]2)[CH2:17][C:16](=[O:32])[NH:15][c:9]2[c:8]1[cH:13][cH:12][c:11]([F:14])[cH:10]2. The reactants are CC(C)(C)OC(=O)Nc1ccc(F)cc1NC(=O)CC(=O)c1cccc(-c2cccnc2)c1, ClCCl, O=C(O)C(F)(F)F. The product is O=C1CC(c2cccc(-c3cccnc3)c2)=Nc2ccc(F)cc2N1. The reactants are ClC=1C=CC(=NC1)N1C2=C(N3C([C@@H](C1)C)=NN=C3C)C=CC(=C2)B2OC(C(O2)(C)C)(C)C ((R)-6-(5-chloropyridin-2-yl)-1,4-dimethyl-8-(4,4,5,5-tetramethyl-1,3,2-dioxaborolan-2-yl)-5,6-dihydro-4H-benzo[b][1,2,4]triazolo[4,3-d][1,4]diazepine), BrC=1N=CC(=NC1)N (5-bromopyrazin-2-amine), C(=O)([O-])[O-].[Cs+].[Cs+] (Cs2CO3). The reagents and catalysts are C=1C=CC(=CC1)[P](C=2C=CC=CC2)(C=3C=CC=CC3)[Pd]([P](C=4C=CC=CC4)(C=5C=CC=CC5)C=6C=CC=CC6)([P](C=7C=CC=CC7)(C=8C=CC=CC8)C=9C=CC=CC9)[P](C=1C=CC=CC1)(C=1C=CC=CC1)C=1C=CC=CC1 (Tetrakis(triphenylphosphine)palladium(0)). Solvent: O1CCOCC1.O (1,4-dioxane H2O). Conditions: temperature 130 celsius, time 20 minute. The product is ClC=1C=CC(=NC1)N1C2=C(N3C([C@@H](C1)C)=NN=C3C)C=CC(=C2)C=2N=CC(=NC2)N ((R)-5-(6-(5-chloropyridin-2-yl)-1,4-dimethyl-5,6-dihydro-4H-benzo[b][1,2,4]triazolo[4,3-d][1,4]diazepin-8-yl)pyrazin-2-amine). Yield: 59.0%. RXN SMILES: [Cl:1][C:2]1[CH:3]=[CH:4][C:5]([N:8]2[CH2:14][C@@H:13]([CH3:15])[C:12]3=[N:16][N:17]=[C:18]([CH3:19])[N:11]3[C:10]3[CH:20]=[CH:21][C:22](B4OC(C)(C)C(C)(C)O4)=[CH:23][C:9]2=3)=[N:6][CH:7]=1.Br[C:34]1[N:35]=[CH:36][C:37]([NH2:40])=[N:38][CH:39]=1.C([O-])([O-])=O.[Cs+].[Cs+]>O1CCOCC1.O.C1C=CC([P]([Pd]([P](C2C=CC=CC=2)(C2C=CC=CC=2)C2C=CC=CC=2)([P](C2C=CC=CC=2)(C2C=CC=CC=2)C2C=CC=CC=2)[P](C2C=CC=CC=2)(C2C=CC=CC=2)C2C=CC=CC=2)(C2C=CC=CC=2)C2C=CC=CC=2)=CC=1>[Cl:1][C:2]1[CH:3]=[CH:4][C:5]([N:8]2[CH2:14][C@@H:13]([CH3:15])[C:12]3=[N:16][N:17]=[C:18]([CH3:19])[N:11]3[C:10]3[CH:20]=[CH:21][C:22]([C:34]4[N:35]=[CH:36][C:37]([NH2:40])=[N:38][CH:39]=4)=[CH:23][C:9]2=3)=[N:6][CH:7]=1 |f:2.3.4,5.6,^1:57,59,78,97|. Procedure details: To a solution of (R)-6-(5-chloropyridin-2-yl)-1,4-dimethyl-8-(4,4,5,5-tetramethyl-1,3,2-dioxaborolan-2-yl)-5,6-dihydro-4H-benzo[b][1,2,4]triazolo[4,3-d][1,4]diazepine in 1,4-dioxane/H2O (10:1, 5 mL) were added 5-bromopyrazin-2-amine (69.33 mg, 0.40 mmol), Cs2CO3 (197.3 mg, 0.61 mmol) and Tetrakis(triphenylphosphine)palladium(0) (24.1 mg, 0.033 mmol). The mixture was purged with N2 and stirred in the microwave at 130° C. for 20 min. The reaction solution was concentrated and purified by prep-TLC ...